From a dataset of the Open Reaction Database (ORD), a public repository of structured organic reaction records. describe an organic reaction: reactants, conditions, products, and yield Starting materials: COC(=O)CS(=O)(=O)N1CC(NC(=O)c2cc3cc(Cl)ccc3[nH]2)C(NC(=O)c2nc3c(s2)CN(C)CC3)C1, Cl, [Li+], C1CCOC1, [OH-], O. The product is CN1CCc2nc(C(=O)NC3CN(S(=O)(=O)CC(=O)O)CC3NC(=O)c3cc4cc(Cl)ccc4[nH]3)sc2C1. Reaction SMILES: [Cl:1][c:2]1[cH:3][c:4]2[cH:5][c:6]([C:11](=[O:12])[NH:13][CH:14]3[CH2:15][N:16]([S:32](=[O:33])(=[O:34])[CH2:35][C:36](=[O:37])[O:38][CH3:39])[CH2:17][CH:18]3[NH:19][C:20](=[O:21])[c:22]3[s:23][c:24]4[c:29]([n:30]3)[CH2:28][CH2:27][N:26]([CH3:31])[CH2:25]4)[nH:7][c:8]2[cH:9][cH:10]1.[ClH:43].[Li+:42].[O:44]1[CH2:45][CH2:46][CH2:47][CH2:48]1.[OH-:41].[OH2:40]>>[Cl:1][c:2]1[cH:3][c:4]2[cH:5][c:6]([C:11](=[O:12])[NH:13][CH:14]3[CH2:15][N:16]([S:32](=[O:33])(=[O:34])[CH2:35][C:36](=[O:37])[OH:38])[CH2:17][CH:18]3[NH:19][C:20](=[O:21])[c:22]3[s:23][c:24]4[c:29]([n:30]3)[CH2:28][CH2:27][N:26]([CH3:31])[CH2:25]4)[nH:7][c:8]2[cH:9][cH:10]1. Starting materials: FC(C1=CC=C(OC2=CC(=CC3=C2C=C(O3)C)C(=O)OCC)C=C1)F (ethyl 4-[4-(difluoromethyl)phenoxy]-2-methyl-1-benzofuran-6-carboxylate), C1CC(=O)N(C1=O)Br (NBS), C(C1=CC=CC=C1)(=O)OOC(C1=CC=CC=C1)=O (benzoyl peroxide). Run in C(Cl)(Cl)Cl (CHCl3). Product: BrCC=1OC2=C(C1)C(=CC(=C2)C(=O)OCC)OC2=CC=C(C=C2)C(F)F (Ethyl 2-(bromomethyl)-4-[4-(difluoromethyl)phenoxy]-1-benzofuran-6-carboxylate). Yield: 50.5%. RXN SMILES: [F:1][CH:2]([F:25])[C:3]1[CH:24]=[CH:23][C:6]([O:7][C:8]2[C:13]3[CH:14]=[C:15]([CH3:17])[O:16][C:12]=3[CH:11]=[C:10]([C:18]([O:20][CH2:21][CH3:22])=[O:19])[CH:9]=2)=[CH:5][CH:4]=1.C1C(=O)N([Br:33])C(=O)C1.C(OOC(=O)C1C=CC=CC=1)(=O)C1C=CC=CC=1>C(Cl)(Cl)Cl>[Br:33][CH2:17][C:15]1[O:16][C:12]2[CH:11]=[C:10]([C:18]([O:20][CH2:21][CH3:22])=[O:19])[CH:9]=[C:8]([O:7][C:6]3[CH:5]=[CH:4][C:3]([CH:2]([F:1])[F:25])=[CH:24][CH:23]=3)[C:13]=2[CH:14]=1. Procedure details: To a solution of ethyl 4-[4-(difluoromethyl)phenoxy]-2-methyl-1-benzofuran-6-carboxylate (710 mg, 2.05 mmol) and NBS (438 mg, 2.46 mmol) in CHCl3 (25 mL) was added benzoyl peroxide (49.7 mg, 0.205 mmol). The mixture was refluxed for 14 hours. The solvent was evaporated, and the product was purified via gradient silica gel chromatography using hexanes/EtOAc (100/0 to 70/30) to give the title compound (440 mg, 51%) as a light-yellow solid. 1H NMR (300 MHz, CHLOROFORM-D) δ ppm 1.38 (t, J=7.16 Hz, 3... Starting materials: ClCc1cccc(Br)c1, CCO, S=C1NC(c2ccccc2)C(c2ccccc2)N1. Product: Cl, Brc1cccc(CSC2=NC(c3ccccc3)C(c3ccccc3)N2)c1. RXN SMILES: [Br:19][c:20]1[cH:21][c:22]([CH2:23][Cl:24])[cH:25][cH:26][cH:27]1.[CH3:28][CH2:29][OH:30].[c:1]1([CH:7]2[NH:8][C:9](=[S:18])[NH:10][CH:11]2[c:12]2[cH:13][cH:14][cH:15][cH:16][cH:17]2)[cH:2][cH:3][cH:4][cH:5][cH:6]1>>[ClH:24].[c:1]1([CH:7]2[NH:8][C:9]([S:18][CH2:23][c:22]3[cH:21][c:20]([Br:19])[cH:27][cH:26][cH:25]3)=[N:10][CH:11]2[c:12]2[cH:13][cH:14][cH:15][cH:16][cH:17]2)[cH:2][cH:3][cH:4][cH:5][cH:6]1.